Dataset: the Open Reaction Database (ORD), a public repository of structured organic reaction records. Task: describe an organic reaction: reactants, conditions, products, and yield The reactants are Br, O=C([O-])O, CS(C)=O, CSc1nccc(CC(=O)c2ccc(F)cc2)n1, [Na+], O. The product is CSc1nccc(C(=O)C(=O)c2ccc(F)cc2)n1. RXN SMILES: [BrH:19].[C:21]([O-:22])(=[O:23])[OH:24].[CH3:26][S:27]([CH3:28])=[O:29].[F:1][c:2]1[cH:3][cH:4][c:5]([C:8]([CH2:9][c:10]2[n:11][c:12]([S:16][CH3:17])[n:13][cH:14][cH:15]2)=[O:18])[cH:6][cH:7]1.[Na+:25].[OH2:20]>>[F:1][c:2]1[cH:3][cH:4][c:5]([C:8]([C:9]([c:10]2[n:11][c:12]([S:16][CH3:17])[n:13][cH:14][cH:15]2)=[O:22])=[O:18])[cH:6][cH:7]1. Reactants: C12C(CC(C=C1)C2)CO (5-Norbornene-2-methanol), [H-].[Na+] (sodium hydride), FC(C1(CO1)C(F)(F)F)(F)F (1,1-bis(trifluoromethyl)ethylene oxide). The solvent is CN(C)C=O (DMF). Conditions: time 3 hour. Yields the product C12C(CC(C=C1)C2)COCC(C(F)(F)F)(O)C(F)(F)F (3-[(Bicyclo[2.2.1]hept-5-en-2-yl)methoxy]-1,1,1-trifluoro-2-(trifluoromethyl)-2-propanol). Yield: 87.9%. As a reaction SMILES: [H-].[Na+].[CH:3]12[CH2:9][CH:6]([CH:7]=[CH:8]1)[CH2:5][CH:4]2[CH2:10][OH:11].[F:12][C:13]([F:22])([F:21])[C:14]1([C:17]([F:20])([F:19])[F:18])[O:16][CH2:15]1>CN(C=O)C>[CH:3]12[CH2:9][CH:6]([CH:7]=[CH:8]1)[CH2:5][CH:4]2[CH2:10][O:11][CH2:15][C:14]([C:13]([F:12])([F:21])[F:22])([OH:16])[C:17]([F:20])([F:19])[F:18] |f:0.1|. Procedure: A dry round bottom flask with mechanical stirrer and condenser was charged under nitrogen with 28.8 g (1.2 mol) of 95% sodium hydride and 400 ml of anhydrous DMF (N,N′-dimethylformamide). 5-Norbornene-2-methanol (108.6 g, 0.875 mol) was added dropwise at room temperature over 0.5 hr. The resulting mixture was stirred for 3 hr. 1,1-Bis(trifluoromethyl)ethylene oxide (1, Hexafluoroisobutylene epoxide) (173.2 g, 0.96 mol) from Example 1 was added dropwise over 2 hr. The resulting mixture was stirre... The reactants are COC(=O)C=CC(=O)N1CCC(Oc2cc3c(Nc4ccc(F)c(Cl)c4F)ncnc3cc2OC)CC1, [Li+], C1CCOC1, [OH-]. Product: COc1cc2ncnc(Nc3ccc(F)c(Cl)c3F)c2cc1OC1CCN(C(=O)C=CC(=O)O)CC1. As a reaction SMILES: [Cl:1][c:2]1[c:3]([F:37])[c:4]([NH:9][c:10]2[n:11][cH:12][n:13][c:14]3[cH:15][c:16]([O:35][CH3:36])[c:17]([O:20][CH:21]4[CH2:22][CH2:23][N:24]([C:27]([CH:28]=[CH:29][C:30](=[O:31])[O:32][CH3:33])=[O:34])[CH2:25][CH2:26]4)[cH:18][c:19]23)[cH:5][cH:6][c:7]1[F:8].[Li+:38].[O:40]1[CH2:41][CH2:42][CH2:43][CH2:44]1.[OH-:39]>>[Cl:1][c:2]1[c:3]([F:37])[c:4]([NH:9][c:10]2[n:11][cH:12][n:13][c:14]3[cH:15][c:16]([O:35][CH3:36])[c:17]([O:20][CH:21]4[CH2:22][CH2:23][N:24]([C:27]([CH:28]=[CH:29][C:30](=[O:31])[OH:32])=[O:34])[CH2:25][CH2:26]4)[cH:18][c:19]23)[cH:5][cH:6][c:7]1[F:8].